Dataset: the Open Reaction Database (ORD), a public repository of structured organic reaction records. Task: describe an organic reaction: reactants, conditions, products, and yield Reactants: C(C)(C)N(C(CCl)=O)CC(OCC)OCC (N-Isopropyl-N-(2,2-diethoxyethyl)-α-chloroacetamide), C([O-])([O-])=O.[Na+].[Na+] (sodium carbonate), 2,2-dimethylpropandiol-1,3, C=1(C(=CC=CC1)S(=O)(=O)O)C (toluenesulfonic acid). Solvent: C(C)O (ethanol). Product: C(C)(C)N(C(CCl)=O)CC1OCC(CO1)(C)C (N-isopropyl-N-(5,5-dimethyl-1,3-dioxan-2-ylmethyl)-α-chloroacetamide). As a reaction SMILES: [CH:1]([N:4]([CH2:9][CH:10]([O:14]CC)[O:11][CH2:12]C)[C:5](=[O:8])[CH2:6][Cl:7])([CH3:3])[CH3:2].[C:17]1([CH3:27])[C:18](S(O)(=O)=O)=CC=C[CH:22]=1.C(=O)([O-])[O-].[Na+].[Na+]>C(O)C>[CH:1]([N:4]([CH2:9][CH:10]1[O:14][CH2:22][C:17]([CH3:18])([CH3:27])[CH2:12][O:11]1)[C:5](=[O:8])[CH2:6][Cl:7])([CH3:3])[CH3:2] |f:2.3.4|. Procedure details: N-Isopropyl-N-(2,2-diethoxyethyl)-α-chloroacetamide (10 grams), 2,2-dimethylpropandiol-1,3 (4.1 grams) and trace amounts of toluenesulfonic acid were charged into a glass reaction vessel equipped with a mechanical stirrer, thermometer and reflux condenser. The reaction mixture was heated until no more ethanol was given off. After this time sodium carbonate (1 gram) was added to the mixture with stirring and the resulting mixture was distilled to yield the desired product N-isopropyl-N-(5,5-dimet... Reported procedure: Prepared according to Example 102, using 3-fluoroaniline (230 μl, 2.069 mmol, Sigma Aldrich), 2-(2-chloroquinolin-8-yl)-6,7-dihydro-1H-pyrrolo[3,2-c]pyridin-4(5H)-one (Example 1; 77 mg, 0.259 mmol), and 1.0 M LHMDS, in THF (2069 μl, 2.069 mmol, Sigma Aldrich) and stirring at 25° C. for 30 min. Purification by column chromatography (silica gel: 0 to 100% EtOAc/hexanes) provided 2424(3-fluorophenyl)amino)-8-quinolinyl)-1,5,6,7-tetrahydro-4H-pyrrolo[3,2-c]pyridin-4-one (43 mg, 44.6%). 1H NMR (400 M... Product: N1C=CC=2C(NCCC21)=O (1,5,6,7-tetrahydro-4H-pyrrolo[3,2-c]pyridin-4-one). RXN SMILES: FC1C=C(C=CC=1)N.ClC1C=CC2C(=C([C:20]3[NH:28][C:27]4[CH2:26][CH2:25][NH:24][C:23](=[O:29])[C:22]=4[CH:21]=3)C=CC=2)N=1.[Li+].C[Si]([N-][Si](C)(C)C)(C)C.C1COCC1>>[NH:28]1[C:27]2[CH2:26][CH2:25][NH:24][C:23](=[O:29])[C:22]=2[CH:21]=[CH:20]1 |f:2.3|. Starting materials: FC=1C=C(N)C=CC1 (3-fluoroaniline), C1CCOC1 (THF), ClC1=NC2=C(C=CC=C2C=C1)C1=CC=2C(NCCC2N1)=O (2-(2-chloroquinolin-8-yl)-6,7-dihydro-1H-pyrrolo[3,2-c]pyridin-4(5H)-one), [Li+].C[Si](C)(C)[N-][Si](C)(C)C (LHMDS). Yield: 121.9%. Starting materials: Cl (hydrochloric acid), CN(C)C(=[N+](C)C)ON1C2=C(C=CC=C2)N=N1.[B-](F)(F)(F)F (TBTU), CN1CCOCC1 (N-methylmorpholine), C1(CCCCC1)CS(=O)(=O)NC=1C(N(C(=CC1)C)CC(=O)O)=O ([3-(cyclohexylmethylsulfonylamino)-6-methyl-2-oxo-1,2-dihydropyridinyl]-acetic acid), NC1=NC=CC2=CC(=CC=C12)CN (1-amino-6-(aminomethyl)isoquinoline), F[B-](F)(F)F.N1(N=NC2=C1C=CC=C2)OC(=[N+](C)C)N(C)C (2-(1H-benzotriazol-1-yl)-1,1,3,3-tetramethyluronium tetrafluoroborate). Run in C(C)(C)(C)O.O (t-butanol water), ClCCl (Dichloromethane), ClCCl (dichloromethane), CN(C=O)C (N,N-dimethylformamide). Run at time 16 hour. Yields the product Cl.NC1=NC=CC2=CC(=CC=C12)CNC(CN1C(C(=CC=C1C)NS(=O)(=O)CC1CCCCC1)=O)=O (1-Amino-6-[(2-(3-(cyclohexylmethylsulfonylamino)-6-methyl-2-oxo-1,2-dihydropyridinyl)-1-oxo-ethyl)aminomethyl]isoquinoline hydrochloride). As a reaction SMILES: [CH:1]1([CH2:7][S:8]([NH:11][C:12]2[C:13](=[O:23])[N:14]([CH2:19][C:20](O)=[O:21])[C:15]([CH3:18])=[CH:16][CH:17]=2)(=[O:10])=[O:9])[CH2:6][CH2:5][CH2:4][CH2:3][CH2:2]1.[NH2:24][C:25]1[C:34]2[C:29](=[CH:30][C:31]([CH2:35][NH2:36])=[CH:32][CH:33]=2)[CH:28]=[CH:27][N:26]=1.F[B-](F)(F)F.N1(OC(N(C)C)=[N+](C)C)C2C=CC=CC=2N=N1.CN1CCOCC1.[ClH:66]>ClCCl.CN(C)C=O.C(O)(C)(C)C.O>[ClH:66].[NH2:24][C:25]1[C:34]2[C:29](=[CH:30][C:31]([CH2:35][NH:36][C:20](=[O:21])[CH2:19][N:14]3[C:15]([CH3:18])=[CH:16][CH:17]=[C:12]([NH:11][S:8]([CH2:7][CH:1]4[CH2:2][CH2:3][CH2:4][CH2:5][CH2:6]4)(=[O:9])=[O:10])[C:13]3=[O:23])=[CH:32][CH:33]=2)[CH:28]=[CH:27][N:26]=1 |f:2.3,8.9,10.11|. Procedure: To a stirred solution of 0.14 g of [3-(cyclohexylmethylsulfonylamino)-6-methyl-2-oxo-1,2-dihydropyridinyl]-acetic acid and 0.07 g of 1-amino-6-(aminomethyl)isoquinoline in 5 mL dichloromethane and 2 mL N,N-dimethylformamide was added 0.19 g 2-(1H-benzotriazol-1-yl)-1,1,3,3-tetramethyluronium tetrafluoroborate (TBTU). After 16 h at room temperature additional 50 mg TBTU and 0.10 mL N-methylmorpholine were added and the mixture was stirred at room temperature for an additional 16 h. Dichloromethan... Reaction conditions: time 4 hour. Run in C(C)O (ethanol). Procedure: To hydrazine hydrate (38.6 g) was added dropwise a solution of ethyl 2-(1-hydroxyethyl)acrylate (106 g) in ethanol (20 ml) at 0° C. After the addition, the reaction mixture was allowed to warm to room temperature and stirred for 4 hours at the same temperature. The resulting reaction mixture was chromatographed on silica gel (2.2 l) eluting in turn with chloroform and a mixture of chloroform and methanol (8:1→2:1→1:1, V/V) to give 4-(1-hydroxyethyl)-3-pyrazolidinone (68 g). As a reaction SMILES: O.[NH2:2][NH2:3].[OH:4][CH:5]([C:7](=[CH2:13])[C:8](OCC)=[O:9])[CH3:6]>C(O)C>[OH:4][CH:5]([CH:7]1[CH2:13][NH:3][NH:2][C:8]1=[O:9])[CH3:6] |f:0.1|. Isolated yield 71.1%. The product is OC(C)C1C(NNC1)=O (4-(1-hydroxyethyl)-3-pyrazolidinone). The reactants are O.NN (hydrazine hydrate), OC(C)C(C(=O)OCC)=C (ethyl 2-(1-hydroxyethyl)acrylate). Starting materials: ClC1=C(\C(\C2=C(C=CC=C2)F)=N/O)C(=CC(=C1)OC)O (Z-2-chloro-2'-fluoro-6-hydroxy-4-methoxybenzophenone oxime), C(C)(=O)OC(C)=O (acetic anhydride). The product is C(C)(=O)O\N=C(\C1=C(C=C(C=C1O)OC)Cl)/C1=C(C=CC=C1)F (E-2-chloro-2'-fluoro-6-hydroxy-4-methoxybenzophenone O-acetyl oxime). Reaction SMILES: [Cl:1][C:2]1[CH:17]=[C:16]([O:18][CH3:19])[CH:15]=[C:14]([OH:20])[C:3]=1/[C:4](=[N:12]\[OH:13])/[C:5]1[CH:10]=[CH:9][CH:8]=[CH:7][C:6]=1[F:11].[C:21](OC(=O)C)(=[O:23])[CH3:22]>>[C:21]([O:13]/[N:12]=[C:4](\[C:5]1[CH:10]=[CH:9][CH:8]=[CH:7][C:6]=1[F:11])/[C:3]1[C:14]([OH:20])=[CH:15][C:16]([O:18][CH3:19])=[CH:17][C:2]=1[Cl:1])(=[O:23])[CH3:22]. Procedure details: The Z-2-chloro-2'-fluoro-6-hydroxy-4-methoxybenzophenone oxime may be reacted with acetic anhydride as described in Example 30c to form E-2-chloro-2'-fluoro-6-hydroxy-4-methoxybenzophenone O-acetyl oxime. The reactants are S1C2=C(C=C1)C(CC2)=O (5,6-Dihydro-cyclopenta[b]thiophen-4-one), [H-].[Na+] (NaH), Cl (HCl), C1(=CC=CC=C1)OC(C1=CC(=CC=C1)Br)=O (3-Bromo-benzoic acid phenyl ester). Run in C1CCOC1 (THF), O (water), C(C)(=O)OCC (ethyl acetate). Run at temperature 100 celsius. Product: BrC=1C=C(C(=O)C2C(C3=C(SC=C3)C2)=O)C=CC1 (5-(3-Bromo-benzoyl)-5,6-dihydro-cyclopenta[b]thiophen-4-one). Yield: 58.0%. As a reaction SMILES: [S:1]1[CH:5]=[CH:4][C:3]2[C:6](=[O:9])[CH2:7][CH2:8][C:2]1=2.[H-].[Na+].C1([O:18][C:19](=O)[C:20]2[CH:25]=[CH:24][CH:23]=[C:22]([Br:26])[CH:21]=2)C=CC=CC=1.Cl>C1COCC1.C(OCC)(=O)C.O>[Br:26][C:22]1[CH:21]=[C:20]([CH:25]=[CH:24][CH:23]=1)[C:19]([CH:7]1[CH2:8][C:2]2[S:1][CH:5]=[CH:4][C:3]=2[C:6]1=[O:9])=[O:18] |f:1.2|. Procedure details: 5,6-Dihydro-cyclopenta[b]thiophen-4-one (2.1 g, 15.0 mmol) in 15 mL of THF was treated with NaH (60 percent, 1.5 g, 36 mmol). After the addition of 3-Bromo-benzoic acid phenyl ester, the reaction mixture was heated at 100° C. for 8 hr. The solution was cooled to room temperature and poured into water. The resulting mixture was acidified with concentrated HCl and was added with ethyl acetate (80 mL). The organic layer was collected, brined, dried over MgSO4(s), and concentrated under reduced pres... The reactants are CC1(C(CC1=O)=O)C1=CC=C(C=C1)C (2-methyl-2-p-tolyl-cyclobutane-1,3-dione), C(C1=CC=CC=C1)=O (benzaldehyde), CC1=CNC2=CC=CC=C12 (3-methyl-1H-indole). Yields the product OC1=C(C(C1(C1=CC=C(C=C1)C)C)=O)C(C1=CC=CC=C1)C=1NC2=CC=CC=C2C1C (3-Hydroxy-4-methyl-2-[(3-methyl-1H-indol-2-yl)-phenyl-methyl]-4-p-tolyl-cyclobut-2-enone). RXN SMILES: [CH3:1][C:2]1([C:8]2[CH:13]=[CH:12][C:11]([CH3:14])=[CH:10][CH:9]=2)[C:5](=[O:6])[CH2:4][C:3]1=[O:7].[CH:15](=O)[C:16]1[CH:21]=[CH:20][CH:19]=[CH:18][CH:17]=1.[CH3:23][C:24]1[C:32]2[C:27](=[CH:28][CH:29]=[CH:30][CH:31]=2)[NH:26][CH:25]=1>>[OH:7][C:3]1[C:2]([CH3:1])([C:8]2[CH:13]=[CH:12][C:11]([CH3:14])=[CH:10][CH:9]=2)[C:5](=[O:6])[C:4]=1[CH:15]([C:25]1[NH:26][C:27]2[C:32]([C:24]=1[CH3:23])=[CH:31][CH:30]=[CH:29][CH:28]=2)[C:16]1[CH:21]=[CH:20][CH:19]=[CH:18][CH:17]=1. Reported procedure: Using general procedure C, 2-methyl-2-p-tolyl-cyclobutane-1,3-dione (from Example 4.1) was reacted with benzaldehyde and 3-methyl-1H-indole to give the title compound as a colorless solid. MS: 406.6 ([M−H]−). Reactants: O=C(Cl)OCc1ccc([N+](=O)[O-])cc1, CCC(C(=O)O)C1CCN(C(C)=O)CC1, Cl. RXN SMILES: [C:16]([O:17][CH2:18][c:19]1[cH:20][cH:21][c:22]([N+:25](=[O:26])[O-:27])[cH:23][cH:24]1)(=[O:28])[Cl:29].[C:1](=[O:2])([CH3:3])[N:4]1[CH2:5][CH2:6][CH:7]([CH:10]([C:11](=[O:12])[OH:13])[CH2:14][CH3:15])[CH2:8][CH2:9]1.[ClH:30]>>[N:4]1([C:16]([O:17][CH2:18][c:19]2[cH:20][cH:21][c:22]([N+:25](=[O:26])[O-:27])[cH:23][cH:24]2)=[O:28])[CH2:5][CH2:6][CH:7]([CH:10]([C:11](=[O:12])[OH:13])[CH2:14][CH3:15])[CH2:8][CH2:9]1. Product: CCC(C(=O)O)C1CCN(C(=O)OCc2ccc([N+](=O)[O-])cc2)CC1. Starting materials: C(C)(=O)N1CCC(CC1)OC1=CC(=C(C=C1)[N+](=O)[O-])OC1CCN(CC1)C(C)=O (1,3-Di(1-acetyl-4-piperidyloxy)-4-nitrobenzene), Cl (hydrochloric acid), ( 2 ). Solvent: C(C)O (ethanol). Product: Cl.C(C)(=O)N1CCC(CC1)OC1=C(N)C=CC(=C1)OC1CCN(CC1)C(C)=O (2,4-di(1-acetyl-4-piperidyloxy)aniline hydrochloride). As a reaction SMILES: [C:1]([N:4]1[CH2:9][CH2:8][CH:7]([O:10][C:11]2[CH:16]=[CH:15][C:14]([N+:17]([O-])=O)=[C:13]([O:20][CH:21]3[CH2:26][CH2:25][N:24]([C:27](=[O:29])[CH3:28])[CH2:23][CH2:22]3)[CH:12]=2)[CH2:6][CH2:5]1)(=[O:3])[CH3:2].[ClH:30]>C(O)C>[ClH:30].[C:27]([N:24]1[CH2:23][CH2:22][CH:21]([O:20][C:13]2[CH:12]=[C:11]([O:10][CH:7]3[CH2:6][CH2:5][N:4]([C:1](=[O:3])[CH3:2])[CH2:9][CH2:8]3)[CH:16]=[CH:15][C:14]=2[NH2:17])[CH2:26][CH2:25]1)(=[O:29])[CH3:28] |f:3.4|. Procedure details: 1,3-Di(1-acetyl-4-piperidyloxy)-4-nitrobenzene (3.7 g) was dissolved in a mixed solution of ethanol (30 ml) and conc. hydrochloric acid (1 ml) and then catalytic reduction was conducted according to the same manner as that described in Example 1, (2). After completion of the reaction, the catalyst was removed and then the solvent was distilled off to obtain 2,4-di(1-acetyl-4-piperidyloxy)aniline hydrochloride (3.9 g) as an amorphous solid. The amorphous solid (1.23 g) was dissolved in dimethylfo...